Task: describe an organic reaction: reactants, conditions, products, and yield. Dataset: the Open Reaction Database (ORD), a public repository of structured organic reaction records RXN SMILES: Br[C:2]1[S:6][C:5]([S:7]([NH:10][C:11]2[CH:16]=[C:15]([N:17]3[CH2:22][C@H:21]([CH3:23])[NH:20][C@H:19]([CH3:24])[CH2:18]3)[CH:14]=[CH:13][C:12]=2[O:25][CH3:26])(=[O:9])=[O:8])=[CH:4][CH:3]=1.[CH3:27][O:28][CH2:29][C:30]1[CH:31]=[C:32](B(O)O)[CH:33]=[CH:34][CH:35]=1.CC(C)([O-])C.[K+]>COCCOC.O.C1C=CC([P]([Pd]([P](C2C=CC=CC=2)(C2C=CC=CC=2)C2C=CC=CC=2)([P](C2C=CC=CC=2)(C2C=CC=CC=2)C2C=CC=CC=2)[P](C2C=CC=CC=2)(C2C=CC=CC=2)C2C=CC=CC=2)(C2C=CC=CC=2)C2C=CC=CC=2)=CC=1>[CH3:24][C@H:19]1[NH:20][C@@H:21]([CH3:23])[CH2:22][N:17]([C:15]2[CH:14]=[CH:13][C:12]([O:25][CH3:26])=[C:11]([NH:10][S:7]([C:5]3[S:6][C:2]([C:34]4[CH:33]=[CH:32][CH:31]=[C:30]([CH2:29][O:28][CH3:27])[CH:35]=4)=[CH:3][CH:4]=3)(=[O:9])=[O:8])[CH:16]=2)[CH2:18]1 |f:2.3,^1:55,57,76,95|. Conditions: temperature 100 celsius, time 30 minute. The reactants are BrC1=CC=C(S1)S(=O)(=O)NC1=C(C=CC(=C1)N1C[C@H](N[C@H](C1)C)C)OC (5-bromo-N-[5-(cis-3,5-dimethyl-1-piperazinyl)-2-(methyloxy)phenyl]-2-thiophenesulfonamide), COCC=1C=C(C=CC1)B(O)O ({3-[(methyloxy)methyl]phenyl}boronic acid), CC(C)([O-])C.[K+] (potassium tert-butoxide). Run in COCCOC (DME), O (water). Procedure details: To a mixture of 5-bromo-N-[5-(cis-3,5-dimethyl-1-piperazinyl)-2-(methyloxy)phenyl]-2-thiophenesulfonamide (E122) (100 mg, 0.22 mmol) and {3-[(methyloxy)methyl]phenyl}boronic acid (83 mg, 0.5 mmol) in DME (3 ml) was added potassium tert-butoxide (210 mg, 1.9 mmol) and tetrakis(triphenylphosphine)palladium(0) (15 mg, 0.013 mmol) in water (1 ml) and the resulting mixture stirred in a microwave (set at high absorbance) at 100° C. for 30 minutes. The resulting mixture was then concentrated in Genevac... The reagents and catalysts are C=1C=CC(=CC1)[P](C=2C=CC=CC2)(C=3C=CC=CC3)[Pd]([P](C=4C=CC=CC4)(C=5C=CC=CC5)C=6C=CC=CC6)([P](C=7C=CC=CC7)(C=8C=CC=CC8)C=9C=CC=CC9)[P](C=1C=CC=CC1)(C=1C=CC=CC1)C=1C=CC=CC1 (tetrakis(triphenylphosphine)palladium(0)). Yields the product C[C@@H]1CN(C[C@@H](N1)C)C=1C=CC(=C(C1)NS(=O)(=O)C=1SC(=CC1)C1=CC(=CC=C1)COC)OC (N-[5-(cis-3,5-Dimethyl-1-piperazinyl)-2-(methyloxy)phenyl]-5-{3-[(methyloxy)methyl]phenyl}-2-thiophenesulfonamide). Reactants: FC1=C(C#N)C(=CC(=C1)C1=NC(=NC(=C1)N1[C@@H](CCC1)C(F)(F)F)NC)OC (2-Fluoro-4-{2-(methylamino)-6-[(2S)-2-(trifluoromethyl)-1-pyrrolidinyl]-4-pyrimidinyl}-6-(methyloxy)benzonitrile), O.NN (Hydrazine monohydrate). The solvent is C(C)O (ethanol). Conditions: temperature 100 celsius. Product: CNC1=NC(=CC(=N1)C1=CC(=C2C(=NNC2=C1)N)OC)N1[C@@H](CCC1)C(F)(F)F (6-{2-(Methylamino)-6-[(2S)-2-(trifluoromethyl)-1-pyrrolidinyl]-4-pyrimidinyl}-4-(methyloxy)-1H-indazol-3-amine). The yield is 54.9%. Reaction SMILES: F[C:2]1[CH:9]=[C:8]([C:10]2[CH:15]=[C:14]([N:16]3[CH2:20][CH2:19][CH2:18][C@H:17]3[C:21]([F:24])([F:23])[F:22])[N:13]=[C:12]([NH:25][CH3:26])[N:11]=2)[CH:7]=[C:6]([O:27][CH3:28])[C:3]=1[C:4]#[N:5].O.[NH2:30][NH2:31]>C(O)C>[CH3:26][NH:25][C:12]1[N:11]=[C:10]([C:8]2[CH:9]=[C:2]3[C:3]([C:4]([NH2:5])=[N:30][NH:31]3)=[C:6]([O:27][CH3:28])[CH:7]=2)[CH:15]=[C:14]([N:16]2[CH2:20][CH2:19][CH2:18][C@H:17]2[C:21]([F:22])([F:24])[F:23])[N:13]=1 |f:1.2|. Procedure details: 2-Fluoro-4-{2-(methylamino)-6-[(2S)-2-(trifluoromethyl)-1-pyrrolidinyl]-4-pyrimidinyl}-6-(methyloxy)benzonitrile (131 mg, 0.331 mmol) was dissolved in ethanol (3 mL) in a 5 mL sealable vial. Hydrazine monohydrate (0.487 mL, 9.94 mmol) was added, the vial was capped, and the reaction was heated at 100° C. overnight. The reaction was concentrated, dissolved in 2 mL of DMSO and purified in HPLC (HPLC condition: open-access Gilson using Trilution software with a Sunfire 5u C18(2) 100A. 50×30.00 mm 5... The reactants are imine, [BH4-].[Na+] (sodium borohydride), OC1=C(C=C(C=C1)C(C)=O)OC (1-(4-hydroxy-3-methoxyphenyl)ethanone), CC(C)(C)[S@@](=O)[NH-] ((R)-(+)-2-methyl-2-propanesulfinylamide), imine. Reagents/catalysts: [O-]CC.[Ti+4].[O-]CC.[O-]CC.[O-]CC (titanium(IV) ethoxide). Solvent: C1CCOC1 (THF), C1CCOC1 (THF). Conditions: time 20 hour. Product: OC1=C(C=C(C=C1)[C@@H](C)N[S@](=O)C(C)(C)C)OC ((R)—N—((R)-1-(4-hydroxy-3-methoxyphenyl)ethyl)-2-methylpropane-2-sulfinamide). Isolated yield 50.4%. RXN SMILES: [OH:1][C:2]1[CH:7]=[CH:6][C:5]([C:8](=O)[CH3:9])=[CH:4][C:3]=1[O:11][CH3:12].[CH3:13][C:14]([S@:17]([NH-:19])=[O:18])([CH3:16])[CH3:15].[BH4-].[Na+]>C1COCC1.[O-]CC.[Ti+4].[O-]CC.[O-]CC.[O-]CC>[OH:1][C:2]1[CH:7]=[CH:6][C:5]([C@H:8]([NH:19][S@@:17]([C:14]([CH3:16])([CH3:15])[CH3:13])=[O:18])[CH3:9])=[CH:4][C:3]=1[O:11][CH3:12] |f:2.3,5.6.7.8.9|. Reported procedure: To a THF (63 ml) solution of 1-(4-hydroxy-3-methoxyphenyl)ethanone (4.99 g, 30.0 mmol, purchased from TCI) and (R)-(+)-2-methyl-2-propanesulfinylamide (4.00 g, 33.0 mmol), titanium(IV) ethoxide (63.0 ml, 0.30 mol) was added under a nitrogen atmosphere and the mixture was refluxed with stirring for 20 hours. After imine formation was confirmed with LC-MS, the mixture was cooled to r.t. and the imine solution was added dropwise to a suspension of sodium borohydride (3.41 g, 90.1 mmol) in THF (50 m... The reactants are CS(=O)(=O)c1ccc(OCC#N)cc1, CCO, Cl, [K+], [K+], NO, O=C([O-])[O-], O. The product is CS(=O)(=O)c1ccc(OCC(=N)NO)cc1. Reaction SMILES: [CH3:1][S:2](=[O:3])(=[O:4])[c:5]1[cH:6][cH:7][c:8]([O:9][CH2:10][C:11]#[N:12])[cH:13][cH:14]1.[CH3:25][CH2:26][OH:27].[ClH:21].[K+:15].[K+:16].[NH2:22][OH:23].[O-:17][C:18]([O-:19])=[O:20].[OH2:24]>>[CH3:1][S:2](=[O:3])(=[O:4])[c:5]1[cH:6][cH:7][c:8]([O:9][CH2:10][C:11](=[NH:12])[NH:22][OH:23])[cH:13][cH:14]1.